From a dataset of the Open Reaction Database (ORD), a public repository of structured organic reaction records. describe an organic reaction: reactants, conditions, products, and yield Reactants: BrBr (bromine), ( 1 ), COC1=CC=C(C2=CC=CC=C12)OC (1,4-dimethoxynaphthalene). Run in C(C)(=O)O (acetic acid). The product is BrC1=C(C2=CC=CC=C2C(=C1)OC)OC (2-bromo-1,4-dimethoxynaphthalene), ( 2 ). Reaction SMILES: [CH3:1][O:2][C:3]1[C:12]2[C:7](=[CH:8][CH:9]=[CH:10][CH:11]=2)[C:6]([O:13][CH3:14])=[CH:5][CH:4]=1.[Br:15]Br>C(O)(=O)C>[Br:15][C:4]1[CH:5]=[C:6]([O:13][CH3:14])[C:7]2[C:12](=[CH:11][CH:10]=[CH:9][CH:8]=2)[C:3]=1[O:2][CH3:1]. Procedure details: The process of preparing the novel compounds of this invention comprises the steps of (1) brominating 1,4-dimethoxynaphthalene with liquid bromine in an organic solvent such as acetic acid at room temperature to form the 2-bromo-1,4-dimethoxynaphthalene, (2) converting the bromine derivative to the carboxylic acid derivative by lithiation and carboxylation. The lithiation is conducted in a known procedure, as for example, by treating the bromo derivative with n-Butyllithium in an organic solvent... The reactants are NN1C=NN=C1 (4-amino-1,2,4-triazole), NN1C=NN=C1 (4-amino-1,2,4-triazole), BrCCC (1-bromopropane), NN1C=NN=C1.C(C)#N (4-amino-1,2,4-triazole acetonitrile). Solvent: C(C)#N (acetonitrile). Yields the product [Br-].C(CC)[N+]=1N=CN(C1)N (1-n-propyl-4-amino-1,2,4-triazolium bromide). Isolated yield 97.5%. As a reaction SMILES: [NH2:1][N:2]1[CH:6]=[N:5][N:4]=[CH:3]1.[Br:7][CH2:8][CH2:9][CH3:10].NN1C=NN=C1.C(#N)C>C(#N)C>[Br-:7].[CH2:8]([N+:5]1[N:4]=[CH:3][N:2]([NH2:1])[CH:6]=1)[CH2:9][CH3:10] |f:2.3,5.6|. Procedure details: 10.005 g 118 mmoles of 4-amino-1,2,4-triazole was weighed out and transferred to a three necked 500 ml, round bottom flask and dissolved 200 ml of acetonitrile. The solution then was stirred vigorously with an overhead stirrer the flask equipped with a reflux condenser and placed in a hot oil bath (50° C.) and allowed to heat. In a graduated cylinder, 1-bromopropane 58.865 g, 478 mmoles, was weighed out and then was slowly added to the hot 4-amino-1,2,4-triazole/acetonitrile mixture. The reactio... Starting materials: COc1cc(-c2n[nH]c3ncnc(N)c23)ccc1NC(=O)c1ccc(C(F)(F)F)cc1F, CCOC(=O)N=NC(=O)OCC, OC1CCOCC1, C1CCOC1, c1ccc(P(c2ccccc2)c2ccccc2)cc1. Yields the product COc1cc(-c2nn(C3CCOCC3)c3ncnc(N)c23)ccc1NC(=O)c1ccc(C(F)(F)F)cc1F. Reaction SMILES: [NH2:13][c:14]1[c:15]2[c:16]([n:17][cH:18][n:19]1)[nH:20][n:21][c:22]2-[c:23]1[cH:24][c:25]([O:43][CH3:44])[c:26]([NH:29][C:30]([c:31]2[c:32]([F:41])[cH:33][c:34]([C:37]([F:38])([F:39])[F:40])[cH:35][cH:36]2)=[O:42])[cH:27][cH:28]1.[O:1]=[C:2]([O:3][CH2:4][CH3:5])[N:6]=[N:7][C:8]([O:9][CH2:10][CH3:11])=[O:12].[O:64]1[CH2:65][CH2:66][CH:67]([OH:70])[CH2:68][CH2:69]1.[O:71]1[CH2:72][CH2:73][CH2:74][CH2:75]1.[c:45]1([P:46]([c:47]2[cH:48][cH:49][cH:50][cH:51][cH:52]2)[c:53]2[cH:54][cH:55][cH:56][cH:57][cH:58]2)[cH:59][cH:60][cH:61][cH:62][cH:63]1>>[NH2:13][c:14]1[c:15]2[c:16]([n:17][cH:18][n:19]1)[n:20]([CH:67]1[CH2:66][CH2:65][O:64][CH2:69][CH2:68]1)[n:21][c:22]2-[c:23]1[cH:24][c:25]([O:43][CH3:44])[c:26]([NH:29][C:30]([c:31]2[c:32]([F:41])[cH:33][c:34]([C:37]([F:38])([F:39])[F:40])[cH:35][cH:36]2)=[O:42])[cH:27][cH:28]1. The reactants are C(C)C1(CNCC(O1)C)C1=CC(=CC=C1)OC (2-Ethyl-2-(3-methoxyphenyl)-6-methylmorpholine). Run in Br (HBr). Product: C(C)C1(CNCC(O1)C)C1=CC(=CC=C1)O (2-Ethyl-2-(3-hydroxyphenyl)-6-methylmorpholine). The yield is 113.2%. Reaction SMILES: [CH2:1]([C:3]1([C:10]2[CH:15]=[CH:14][CH:13]=[C:12]([O:16]C)[CH:11]=2)[O:8][CH:7]([CH3:9])[CH2:6][NH:5][CH2:4]1)[CH3:2]>Br>[CH2:1]([C:3]1([C:10]2[CH:15]=[CH:14][CH:13]=[C:12]([OH:16])[CH:11]=2)[O:8][CH:7]([CH3:9])[CH2:6][NH:5][CH2:4]1)[CH3:2]. Procedure: 2-Ethyl-2-(3-methoxyphenyl)-6-methylmorpholine (2.63 g) was refluxed with aq 48% HBr (20 ml) for 2.5 h. The residue on evaporation was re-evaporated from isopropyl alcohol several times, giving ultimately a green gum (2.8 g), which was dissolved in methanol and basified with 0.880 ammonia. The methanol and ammonia were evaporated under reduced pressure and the aqueous remaining was shaken with chloroform (2×100 ml). The chloroform layers were washed and dried and evaporated, leaving an orange oi... Reactants: [H-].[Na+] (NaH), [N+](=O)([O-])C=1C=C(C#N)C=CC1NC1=CC=2C(CCC(C2C=C1)(C)C)(C)C (3-Nitro-4-(5,5,8,8-tetramethyl-5,6,7,8-tetrahydronaphthalen-2-ylamino)benzonitrile), CN(C)C=O (DMF). Solvent: O (H2O). Conditions: time 1 hour. The product is CN(C1=C(C=C(C#N)C=C1)[N+](=O)[O-])C1=CC=2C(CCC(C2C=C1)(C)C)(C)C (4-[Methyl-(5,5,8,8-tetramethyl-5,6,7,8-tetrahydronaphthalen-2-yl)amino]-3-nitrobenzonitrile). RXN SMILES: [H-].[Na+].[N+:3]([C:6]1[CH:7]=[C:8]([CH:11]=[CH:12][C:13]=1[NH:14][C:15]1[CH:24]=[CH:23][C:22]2[C:21]([CH3:26])([CH3:25])[CH2:20][CH2:19][C:18]([CH3:28])([CH3:27])[C:17]=2[CH:16]=1)[C:9]#[N:10])([O-:5])=[O:4].[CH3:29]N(C=O)C>O>[CH3:29][N:14]([C:15]1[CH:24]=[CH:23][C:22]2[C:21]([CH3:26])([CH3:25])[CH2:20][CH2:19][C:18]([CH3:28])([CH3:27])[C:17]=2[CH:16]=1)[C:13]1[CH:12]=[CH:11][C:8]([C:9]#[N:10])=[CH:7][C:6]=1[N+:3]([O-:5])=[O:4] |f:0.1|. Reported procedure: NaH (60%, 6.44 mmol) is added portionwise to a solution of 3-nitro-4-(5,5,8,8-tetramethyl-5,6,7,8-tetrahydronaphthalen-2-ylamino)benzonitrile (30, R4=CH3, 4.29 mmol) in DMF (15 mL) at 0° C. The reaction mixture is slowly warmed up to room temperature and stirred for 1 h. To the mixture is added dropwise Mel (6.44 mmol) and the reaction mixture is stirred at room temperature for 5 h. The mixture is diluted with H2O and extracted with Et2O. The organic layer is dried over MgSO4 and evaporated in v...